This data is from the Open Reaction Database (ORD), a public repository of structured organic reaction records. The task is: describe an organic reaction: reactants, conditions, products, and yield The reactants are C(C1=CC=CC=C1)C1(CCC(CC1)(O)CCCC1=C(NC2=CC=CC=C12)[Si](CC)(CC)CC)N(C)C (4-benzyl-4-dimethylamino-1-[3-(2-(triethylsilyl)-1H-indol-3-yl)propyl]cyclohexanol), O.O.O.[F-].C(CCC)[N+](CCCC)(CCCC)CCCC (tetra-n-butyl ammonium fluoride trihydrate). Run in O1CCCC1 (tetrahydrofuran). Conditions: time 8 hour. The product is N1C=C(C2=CC=CC=C12)CCCC1(CCC(CC1)(N(C)C)CC1=CC=CC=C1)O (1-(3-(1H-indol-3-yl)propyl)-4-benzyl-4-(dimethylamino)cyclohexanol). As a reaction SMILES: [CH2:1]([C:8]1([N:34]([CH3:36])[CH3:35])[CH2:13][CH2:12][C:11]([CH2:15][CH2:16][CH2:17][C:18]2[C:26]3[C:21](=[CH:22][CH:23]=[CH:24][CH:25]=3)[NH:20][C:19]=2[Si](CC)(CC)CC)([OH:14])[CH2:10][CH2:9]1)[C:2]1[CH:7]=[CH:6][CH:5]=[CH:4][CH:3]=1.O.O.O.[F-].C([N+](CCCC)(CCCC)CCCC)CCC>O1CCCC1>[NH:20]1[C:21]2[C:26](=[CH:25][CH:24]=[CH:23][CH:22]=2)[C:18]([CH2:17][CH2:16][CH2:15][C:11]2([OH:14])[CH2:12][CH2:13][C:8]([CH2:1][C:2]3[CH:7]=[CH:6][CH:5]=[CH:4][CH:3]=3)([N:34]([CH3:36])[CH3:35])[CH2:9][CH2:10]2)=[CH:19]1 |f:1.2.3.4.5|. Procedure details: A solution of 4-benzyl-4-dimethylamino-1-[3-(2-(triethylsilyl)-1H-indol-3-yl)propyl]cyclohexanol (2.50 g, 4.95 mmol) in anhydrous tetrahydrofuran (25 mL) was mixed with tetra-n-butyl ammonium fluoride trihydrate (6.25 g, 19.8 mmol), boiled with reflux for 7 h and then stirred overnight at room temperature. Since the conversion was not yet complete, the reaction mixture was boiled with reflux for a further 7 h and then stirred over the weekend at room temperature. The reaction mixture was concent... Starting materials: C1CCOC1, CCO, CCOC(=O)C=Cc1c(C#N)c2c(C)cc(C)nc2n1C(c1ccccc1)c1ccccc1, Cl, [Na+], [OH-], O. Yields the product Cc1cc(C)c2c(C#N)c(C=CC(=O)O)n(C(c3ccccc3)c3ccccc3)c2n1. As a reaction SMILES: [CH2:41]1[O:42][CH2:43][CH2:44][CH2:45]1.[CH3:38][CH2:39][OH:40].[CH:1]([c:2]1[cH:3][cH:4][cH:5][cH:6][cH:7]1)([c:8]1[cH:9][cH:10][cH:11][cH:12][cH:13]1)[n:14]1[c:15]([CH:27]=[CH:28][C:29](=[O:30])[O:31][CH2:32][CH3:33])[c:16]([C:25]#[N:26])[c:17]2[c:18]1[n:19][c:20]([CH3:24])[cH:21][c:22]2[CH3:23].[ClH:37].[Na+:35].[OH-:34].[OH2:36]>>[CH:1]([c:2]1[cH:3][cH:4][cH:5][cH:6][cH:7]1)([c:8]1[cH:9][cH:10][cH:11][cH:12][cH:13]1)[n:14]1[c:15]([CH:27]=[CH:28][C:29](=[O:30])[OH:31])[c:16]([C:25]#[N:26])[c:17]2[c:18]1[n:19][c:20]([CH3:24])[cH:21][c:22]2[CH3:23]. The reactants are Cl[Sn]Cl (SnCl2), N1(CCCC1)C(=C)C1=CC2=C(S1)C=CC=C2 (2-(1-pyrrolidinylvinyl)benzo[b]thiophene), C(C)(=O)C1=CC2=C(S1)C=CC=C2 (2-acetylbenzo[b]thiophene), N1CCCC1 (pyrrolidine), CC1=NC(=C(C(=N1)Cl)[N+](=O)[O-])Cl (2-methyl-4,6-dichloro-5-nitropyrimidine), C(C)(C)N(C(C)C)CC (N,N-diisopropylethylamine), N1CCCCC1 (piperidine), Cl[Sn]Cl (SnCl2). The reagents and catalysts are Cl[Ti](Cl)(Cl)Cl (TiCl4). Solvent: CN(C)C=O (DMF), CCN(CC)CC (NEt3). Run at temperature 140 celsius, time 16 hour. Product: CC1NCCC(C1)C1=NC=C2C(N1)=CC(=N2)C2=CC1=C(S2)C=CC=C1 (2-[2-methyl-4-piperidylpyrrolo[4,5-d]pyrimidin-6-yl]benzo[b]thiophene). Yield: 40.0%. Reaction SMILES: [N:1]1([C:6]([C:8]2[S:12][C:11]3[CH:13]=[CH:14][CH:15]=[CH:16][C:10]=3[CH:9]=2)=[CH2:7])[CH2:5][CH2:4]CC1.C(C1SC2C=CC=CC=2C=1)(=O)C.N1CCCC1.[CH3:34][C:35]1[N:40]=C(Cl)C([N+]([O-])=O)=[C:37](Cl)[N:36]=1.C([N:49]([CH2:53][CH3:54])[CH:50]([CH3:52])[CH3:51])(C)C.N1CCCCC1.Cl[Sn]Cl>CN(C=O)C.Cl[Ti](Cl)(Cl)Cl.CCN(CC)CC>[CH3:52][CH:50]1[CH2:51][CH:34]([C:35]2[NH:40][C:4]3=[CH:7][C:6]([C:8]4[S:12][C:11]5[CH:13]=[CH:14][CH:15]=[CH:16][C:10]=5[CH:9]=4)=[N:1][C:5]3=[CH:37][N:36]=2)[CH2:54][CH2:53][NH:49]1. Procedure details: Using the method described in Example 30 by employing 2-(1-pyrrolidinylvinyl)benzo[b]thiophene (freshly prepared before use from 2-acetylbenzo[b]thiophene (Avocado Chemical Company), pyrrolidine and TiCl4 (1.71 g, 7.45 mmol), 2-methyl-4,6-dichloro-5-nitropyrimidine (Example 76(b)) (1.54 g, 7.45 mmol), N,N-diisopropylethylamine (1.3 mL, 7.45 mmol), piperidine (1.2 mL, 11.9 mmol), NEt3 (1.7 mL) and SnCl2 (22 mL of a 2 M soln in DMF). In this example the SnCl2 solution was added to the reaction mix... The reactants are COC1=CC=C(C=C1)C1=NN=C(O1)CC1=CC2=C(C=C(S2)C(=O)O)C=C1 (6-{[5-(4-methoxyphenyl)-1,3,4-oxadiazol-2-yl]methyl}-1-benzothiophene-2-carboxylic acid), C1(=C(C=CC=C1)N)N (1,2-phenylenediamine), [Cl-].C(C)N=C=NCCC[NH+](C)C (3-{[(ethylimino)-methylene]amino}-N,N-dimethylpropan-1-aminium chloride). Solvent: CN(C)C=O (DMF). Reaction conditions: time 12 hour. Product: NC1=C(C=CC=C1)NC(=O)C=1SC2=C(C1)C=CC(=C2)CC=2OC(=NN2)C2=CC=C(C=C2)OC (N-(2-aminophenyl)-6-{[5-(4-methoxyphenyl)-1,3,4-oxadiazol-2-yl]methyl}-1-benzothiophene-2-carboxamide). RXN SMILES: [CH3:1][O:2][C:3]1[CH:8]=[CH:7][C:6]([C:9]2[O:13][C:12]([CH2:14][C:15]3[CH:26]=[CH:25][C:18]4[CH:19]=[C:20]([C:22](O)=[O:23])[S:21][C:17]=4[CH:16]=3)=[N:11][N:10]=2)=[CH:5][CH:4]=1.[C:27]1([NH2:34])[CH:32]=[CH:31][CH:30]=[CH:29][C:28]=1[NH2:33].[Cl-].C(N=C=NCCC[NH+](C)C)C>CN(C=O)C>[NH2:33][C:28]1[CH:29]=[CH:30][CH:31]=[CH:32][C:27]=1[NH:34][C:22]([C:20]1[S:21][C:17]2[CH:16]=[C:15]([CH2:14][C:12]3[O:13][C:9]([C:6]4[CH:5]=[CH:4][C:3]([O:2][CH3:1])=[CH:8][CH:7]=4)=[N:10][N:11]=3)[CH:26]=[CH:25][C:18]=2[CH:19]=1)=[O:23] |f:2.3|. Procedure details: To a solution of 6-{[5-(4-methoxyphenyl)-1,3,4-oxadiazol-2-yl]methyl}-1-benzothiophene-2-carboxylic acid (20 mg, 0.055 mmol) and 1,2-phenylenediamine (15 mg, 0.14 mmol) in 1 mL DMF was added 3-{[(ethylimino)-methylene]amino}-N,N-dimethylpropan-1-aminium chloride (16 mg, 0.082 mmol). The reaction was stirred at ambient temperature for 12 hours. Purification by reverse phase mplc gave the title compound as a white solid (TFA salt). 1H NMR (CD3OD) δ 8.19 (s, 1H), 8.00 (s, 1H), 7.96 (d, J=8.2 Hz, 1H... Reactants: C(C)(=O)SCC(C(=O)OCC)CC (Ethyl 2-((acetylthio)methyl)butanoate), C(=O)([O-])[O-].[K+].[K+] (K2CO3), CC(=O)O (AcOH), NH4OAc. Solvent: CO (MeOH). Run at temperature 0 celsius. The product is SCC(C(=O)OCC)CC (Ethyl 2-(mercaptomethyl)butanoate). RXN SMILES: C([S:4][CH2:5][CH:6]([CH2:12][CH3:13])[C:7]([O:9][CH2:10][CH3:11])=[O:8])(=O)C.C([O-])([O-])=O.[K+].[K+].CC(O)=O>CO>[SH:4][CH2:5][CH:6]([CH2:12][CH3:13])[C:7]([O:9][CH2:10][CH3:11])=[O:8] |f:1.2.3|. Procedure: To a solution of the thioester of Step 1 (5.00 g, 24.5 mmol) in MeOH (15 mL) at 0° C., under nitrogen, was added K2CO3 (9.67 g, 73.5 mmol). The resulting mixture was stirred at 0° C. for a half hour, and then AcOH (8.82 g, 147 mmol) and 25% aq NH4OAc were added. The title compound was extracted with EtOAc, dried over Na2SO4 and purified by distillation on a Kugelrohr apparatus (200° C., 760 mm Hg). Yield: 1.700 g, 45%. 1H NMR (CD3COCD3): δ 0.86 (3H, t), 1.25 (3H, t), 1.65 (2H, quintet), 1.78 (1H... The reactants are C(C)OC(=O)C=1C(=NC(=NC1)SC)NCC=C (4-allylamino-2-methylthio-5-pyrimidine carboxylic acid ethyl ester), C(C)C(C(=O)Cl)C(=O)Cl (ethyl malonyl chloride), C(C)OCC (diethyl ether). Run at time 3 hour. Yields the product C(C)OC(=O)C1=C(C2=C(N=C(N=C2)SC)N(C1=O)CC=C)O (7,8-dihydro-5-hydroxy-2-(methylthio)-7-oxo-8-(2-propenyl)pyrido-[2,3-d]pyrimidine-6-carboxylic acid ethyl ester). As a reaction SMILES: C(O[C:4]([C:6]1[C:7]([NH:14][CH2:15][CH:16]=[CH2:17])=[N:8][C:9]([S:12][CH3:13])=[N:10][CH:11]=1)=[O:5])C.C([CH:20]([C:24](Cl)=[O:25])[C:21](Cl)=[O:22])C.[CH2:27]([O:29]CC)[CH3:28]>>[CH2:27]([O:29][C:24]([C:20]1[C:21](=[O:22])[N:14]([CH2:15][CH:16]=[CH2:17])[C:7]2[N:8]=[C:9]([S:12][CH3:13])[N:10]=[CH:11][C:6]=2[C:4]=1[OH:5])=[O:25])[CH3:28]. Reported procedure: To a solution of 25.3 g. (0.1 mole) of 4-allylamino-2-methylthio-5-pyrimidine carboxylic acid ethyl ester in 400 ml. of anhydrous diethyl ether was added 7.5 g. (0.005 mole) of ethyl malonyl chloride. The mixture was stirred at room temperature for 3 hours. The mixture was filtered and the filtrate was evaporated in a rotary evaporator. The residue was dissolved in 15 ml. of ethanol and this solution was added to a solution of 2.3 g. (0.1 g. atom) of sodium in 200 ml. of ethanol. The mixture was...